This data is from the Open Reaction Database (ORD), a public repository of structured organic reaction records. The task is: describe an organic reaction: reactants, conditions, products, and yield The reactants are CNCC=O, O=C=Nc1nnc(CCl)s1, c1ccccc1. Product: CN(CC=O)C(=O)Nc1nnc(CCl)s1. Reaction SMILES: [CH3:11][NH:12][CH2:13][CH:14]=[O:15].[Cl:1][CH2:2][c:3]1[n:4][n:5][c:6]([N:8]=[C:9]=[O:10])[s:7]1.[cH:16]1[cH:17][cH:18][cH:19][cH:20][cH:21]1>>[Cl:1][CH2:2][c:3]1[n:4][n:5][c:6]([NH:8][C:9](=[O:10])[N:12]([CH3:11])[CH2:13][CH:14]=[O:15])[s:7]1. As a reaction SMILES: [NH2:1][C:2]1[CH:3]=[C:4]2[C:8](=[CH:9][CH:10]=1)[NH:7][CH:6]=[C:5]2[CH:11]1[CH2:16][CH2:15][N:14]([CH3:17])[CH2:13][CH2:12]1.[CH3:18][C:19]1[O:20][CH:21]=[CH:22][C:23]=1[C:24](O)=[O:25]>>[CH3:18][C:19]1[O:20][CH:21]=[CH:22][C:23]=1[C:24]([NH:1][C:2]1[CH:3]=[C:4]2[C:8](=[CH:9][CH:10]=1)[NH:7][CH:6]=[C:5]2[CH:11]1[CH2:16][CH2:15][N:14]([CH3:17])[CH2:13][CH2:12]1)=[O:25]. Procedure: Beginning with 7.0 mg (0.03 mMol) 5-amino-3-(1-methylpiperidin-4-yl)-1H-indole and 11.3 mg (0.09 mMol) 2-methyl-3-furoic acid, 0.4 mg (4%) of the title compound were recovered. The reactants are NC=1C=C2C(=CNC2=CC1)C1CCN(CC1)C (5-amino-3-(1-methylpiperidin-4-yl)-1H-indole), CC=1OC=CC1C(=O)O (2-methyl-3-furoic acid). The yield is 4.0%. The product is CC=1OC=CC1C(=O)NC=1C=C2C(=CNC2=CC1)C1CCN(CC1)C (5-(2-methyl-3-furoyl)amino-3-(1-methylpiperidin-4-yl)-1H-indole). Reactants: C(C)(C)(C)OC(C(C)(C)SC=1SC=C(N1)CCN(CCCCCCC)C1=NC=C(C=N1)Br)=O (2-[(4-{2-[(5-bromopyrimidin-2-yl)(heptyl)amino]ethyl}-1,3-thiazol-2-yl)thio]-2-methylpropionic acid tert-butyl ester), FC(C(=O)O)(F)F (trifluoroacetic acid), COC1CNCC1 (3-methoxypyrrolidine). Run in ClCCl (dichloromethane). The product is FC(C(=O)O)(F)F.C(CCCCCC)N(CCC=1N=C(SC1)SC(C(=O)O)(C)C)C1=NC=C(C=N1)N1CC(CC1)OC (2-{[4-(2-{heptyl[5-(3-methoxypyrrolidin-1-yl)pyrimidin-2-yl]amino}ethyl)-1,3-thiazol-2-yl]thio}-2-methylpropionic acid trifluoroacetate). As a reaction SMILES: C([O:5][C:6](=[O:33])[C:7]([S:10][C:11]1[S:12][CH:13]=[C:14]([CH2:16][CH2:17][N:18]([C:26]2[N:31]=[CH:30][C:29](Br)=[CH:28][N:27]=2)[CH2:19][CH2:20][CH2:21][CH2:22][CH2:23][CH2:24][CH3:25])[N:15]=1)([CH3:9])[CH3:8])(C)(C)C.[CH3:34][O:35][CH:36]1[CH2:40][CH2:39][NH:38][CH2:37]1.[F:41][C:42]([F:47])([F:46])[C:43]([OH:45])=[O:44]>ClCCl>[F:41][C:42]([F:47])([F:46])[C:43]([OH:45])=[O:44].[CH2:19]([N:18]([C:26]1[N:31]=[CH:30][C:29]([N:38]2[CH2:39][CH2:40][CH:36]([O:35][CH3:34])[CH2:37]2)=[CH:28][N:27]=1)[CH2:17][CH2:16][C:14]1[N:15]=[C:11]([S:10][C:7]([CH3:9])([CH3:8])[C:6]([OH:5])=[O:33])[S:12][CH:13]=1)[CH2:20][CH2:21][CH2:22][CH2:23][CH2:24][CH3:25] |f:4.5|. Procedure details: The compound obtained using 2-[(4-{2-[(5-bromopyrimidin-2-yl)(heptyl)amino]ethyl}-1,3-thiazol-2-yl)thio]-2-methylpropionic acid tert-butyl ester synthesized in Example 442-1 and 3-methoxypyrrolidine as starting materials and by an operation similar to that of Example 442-2 was treated with dichloromethane and trifluoroacetic acid. The reaction solution was concentrated under reduced pressure, and the residue was purified by silica gel chromatography (elution solvent; chloroform:methanol=10:1) to... Reactants: C(C(=O)Cl)(=O)Cl (oxalyl chloride), BrC=1C=CC(=C(C(=O)O)C1)F (5-bromo-2-fluoro-benzoic acid), CN(C)C=O (DMF). The solvent is ClCCl (dichloromethane). Run at time 8 hour. The product is BrC=1C=CC(=C(C(=O)Cl)C1)F (5-Bromo-2-fluoro-benzoyl chloride). As a reaction SMILES: [Br:1][C:2]1[CH:3]=[CH:4][C:5]([F:11])=[C:6]([CH:10]=1)[C:7](O)=[O:8].C(Cl)(=O)C([Cl:15])=O.CN(C=O)C>ClCCl>[Br:1][C:2]1[CH:3]=[CH:4][C:5]([F:11])=[C:6]([CH:10]=1)[C:7]([Cl:15])=[O:8]. Procedure: To a suspension of 5-bromo-2-fluoro-benzoic acid (10.0 g, 45.7 mmol) in anhydrous dichloromethane (200 mL) was added oxalyl chloride (5.2 mL, 59.4 mmol) followed by addition of anhydrous DMF (0.2 mL). The reaction mixture was stirred at room temperature overnight, then concentrated to dryness in vacuo to give title compound in quantitative yield, which was used directly in the next step. Starting materials: CC1(OB(OC(C1)C)C(C(F)(F)F)=C)C (4,4,6-trimethyl-2-(1,1,1-trifluoroprop-2-en-2-yl)-1,3,2-dioxaborinane), ClC1=NN=CC2=CC(=CC=C12)NC1=CC=C(C=C1)F (1-chloro-N-(4-fluorophenyl)phthalazin-6-amine), CC1(OB(OC(C1)C)C(C(F)(F)F)=C)C (4,4,6-trimethyl-2-(1,1,1-trifluoroprop-2-en-2-yl)-1,3,2-dioxaborinane), O.C([O-])([O-])=O.[Na+].[Na+] (sodium carbonate monohydrate), O (water). The reagents and catalysts are C=1C=CC(=CC1)[P](C=2C=CC=CC2)(C=3C=CC=CC3)[Pd]([P](C=4C=CC=CC4)(C=5C=CC=CC5)C=6C=CC=CC6)([P](C=7C=CC=CC7)(C=8C=CC=CC8)C=9C=CC=CC9)[P](C=1C=CC=CC1)(C=1C=CC=CC1)C=1C=CC=CC1 (tetrakis(triphenylphosphine)palladium), C=1C=CC(=CC1)[P](C=2C=CC=CC2)(C=3C=CC=CC3)[Pd]([P](C=4C=CC=CC4)(C=5C=CC=CC5)C=6C=CC=CC6)([P](C=7C=CC=CC7)(C=8C=CC=CC8)C=9C=CC=CC9)[P](C=1C=CC=CC1)(C=1C=CC=CC1)C=1C=CC=CC1 (tetrakis(triphenylphosphine)palladium). The solvent is O1CCOCC1.O (dioxane water). Reaction conditions: temperature 100 celsius. Product: FC1=CC=C(C=C1)NC=1C=C2C=NN=C(C2=CC1)C(C(F)(F)F)=C (N-(4-fluorophenyl)-1-(1,1,1-trifluoroprop-2-en-2-yl)phthalazin-6-amine). RXN SMILES: Cl[C:2]1[C:11]2[C:6](=[CH:7][C:8]([NH:12][C:13]3[CH:18]=[CH:17][C:16]([F:19])=[CH:15][CH:14]=3)=[CH:9][CH:10]=2)[CH:5]=[N:4][N:3]=1.CC1(C)CC(C)OB([C:28](=[CH2:33])[C:29]([F:32])([F:31])[F:30])O1.O.C(=O)([O-])[O-].[Na+].[Na+].O>O1CCOCC1.O.C1C=CC([P]([Pd]([P](C2C=CC=CC=2)(C2C=CC=CC=2)C2C=CC=CC=2)([P](C2C=CC=CC=2)(C2C=CC=CC=2)C2C=CC=CC=2)[P](C2C=CC=CC=2)(C2C=CC=CC=2)C2C=CC=CC=2)(C2C=CC=CC=2)C2C=CC=CC=2)=CC=1>[F:19][C:16]1[CH:17]=[CH:18][C:13]([NH:12][C:8]2[CH:7]=[C:6]3[C:11](=[CH:10][CH:9]=2)[C:2]([C:28](=[CH2:33])[C:29]([F:32])([F:31])[F:30])=[N:3][N:4]=[CH:5]3)=[CH:14][CH:15]=1 |f:2.3.4.5,7.8,^1:53,55,74,93|. Reported procedure: A mixture of 1-chloro-N-(4-fluorophenyl)phthalazin-6-amine (0.300 g, 1.1 mmol), 4,4,6-trimethyl-2-(1,1,1-trifluoroprop-2-en-2-yl)-1,3,2-dioxaborinane (0.28 mL, 1.5 mmol), tetrakis(triphenylphosphine)palladium (0.063 g, 0.055 mmol) and sodium carbonate monohydrate (0.41 g, 3.3 mmol) in 6 mL of dioxane/water (3/1) was heated in a microwave at 100° C. for 40 min. Additional 4,4,6-trimethyl-2-(1,1,1-trifluoroprop-2-en-2-yl)-1,3,2-dioxaborinane (0.100 mL) and tetrakis(triphenylphosphine)palladium (0.... Starting materials: FC=1C=C(C=C(C1)F)N=C=O (3,5-Difluorophenyl isocyanate), C(C)#N (acetonitrile), NC1=C(C=C(C=C1)C1=CC=C(C=C1)C(F)(F)F)C1=NOC(N1)=O (3-(4-amino-4′-trifluoromethyl-biphenyl-3-yl)-4H-[1,2,4]oxadiazol-5-one), FC=1C=C(C=C(C1)F)N=C=O (3,5-difluorophenyl isocyanate), FC=1C=C(C=C(C1)F)N=C=O (3,5-difluorophenyl isocyanate). Solvent: C1(=CC=CC=C1)C (toluene). Reaction conditions: time 8 hour. The product is FC=1C=C(C=C(C1)F)NC(=O)NC1=C(C=C(C=C1)C1=CC=C(C=C1)C(F)(F)F)C1=NOC(N1)=O (N-(3,5-Difluoro-phenyl)-N′-[3-(5-oxo-4,5-dihydro-[1,2,4]oxadiazol-3-yl)-4′-trifluoromethyl-biphenyl-4-yl]urea). Reaction SMILES: [NH2:1][C:2]1[CH:7]=[CH:6][C:5]([C:8]2[CH:13]=[CH:12][C:11]([C:14]([F:17])([F:16])[F:15])=[CH:10][CH:9]=2)=[CH:4][C:3]=1[C:18]1[NH:22][C:21](=[O:23])[O:20][N:19]=1.[F:24][C:25]1[CH:26]=[C:27]([N:32]=[C:33]=[O:34])[CH:28]=[C:29]([F:31])[CH:30]=1.C(#N)C>C1(C)C=CC=CC=1>[F:24][C:25]1[CH:26]=[C:27]([NH:32][C:33]([NH:1][C:2]2[CH:7]=[CH:6][C:5]([C:8]3[CH:9]=[CH:10][C:11]([C:14]([F:15])([F:16])[F:17])=[CH:12][CH:13]=3)=[CH:4][C:3]=2[C:18]2[NH:22][C:21](=[O:23])[O:20][N:19]=2)=[O:34])[CH:28]=[C:29]([F:31])[CH:30]=1. Reported procedure: In 100 ml of dry toluene was 5 g of 3-(4-amino-4′-trifluoromethyl-biphenyl-3-yl)-4H-[1,2,4]oxadiazol-5-one suspended and 2.5 g of 3,5-difluorophenyl isocyanate was added, the reaction mixture was stirred at room temperature overnight, 1.3 g of 3,5-difluorophenyl isocyanate was added and stirring was continued overnight. 3,5-Difluorophenyl isocyanate (1.3 g) and 100 ml of acetonitrile was added, the reaction mixture was stirred at room temperature for 90 min. and evaporated to dryness. The residu... Reactants: BrC=1C(=C(C(=O)OC)C(=CC1)OCCCCNC(=O)OC(C)(C)C)O (methyl 3-bromo-6-{4-[(tert-butoxycarbonyl)amino]butoxy}-2-hydroxybenzoate), C(=O)([O-])[O-].[Na+].[Na+] (Na2CO3), C1(=CC=CC=C1)B(O)O (phenylboronic acid). The reagents and catalysts are [Pd].C1(=CC=CC=C1)P(C1=CC=CC=C1)C1=CC=CC=C1.C1(=CC=CC=C1)P(C1=CC=CC=C1)C1=CC=CC=C1.C1(=CC=CC=C1)P(C1=CC=CC=C1)C1=CC=CC=C1.C1(=CC=CC=C1)P(C1=CC=CC=C1)C1=CC=CC=C1 (tetrakis(triphenylphosphine) palladium). Solvent: C1(=CC=CC=C1)C (toluene), C(C)O (ethanol), C(C)(=O)OCC (ethyl acetate). Run at temperature 80 celsius. The product is C(C)(C)(C)OC(=O)NCCCCOC1=C(C(=C(C=C1)C1=CC=CC=C1)O)C(=O)OC (methyl 4-{4-[(tert-butoxycarbonyl)amino]butoxy}-2-hydroxy[1,1′-biphenyl]-3-carboxylate). Yield: 41.3%. RXN SMILES: Br[C:2]1[C:3]([OH:25])=[C:4]([C:9]([O:12][CH2:13][CH2:14][CH2:15][CH2:16][NH:17][C:18]([O:20][C:21]([CH3:24])([CH3:23])[CH3:22])=[O:19])=[CH:10][CH:11]=1)[C:5]([O:7][CH3:8])=[O:6].C([O-])([O-])=O.[Na+].[Na+].[C:32]1(B(O)O)[CH:37]=[CH:36][CH:35]=[CH:34][CH:33]=1>C1(C)C=CC=CC=1.C(O)C.C(OCC)(=O)C.[Pd].C1(P(C2C=CC=CC=2)C2C=CC=CC=2)C=CC=CC=1.C1(P(C2C=CC=CC=2)C2C=CC=CC=2)C=CC=CC=1.C1(P(C2C=CC=CC=2)C2C=CC=CC=2)C=CC=CC=1.C1(P(C2C=CC=CC=2)C2C=CC=CC=2)C=CC=CC=1>[C:21]([O:20][C:18]([NH:17][CH2:16][CH2:15][CH2:14][CH2:13][O:12][C:9]1[CH:10]=[CH:11][C:2]([C:32]2[CH:37]=[CH:36][CH:35]=[CH:34][CH:33]=2)=[C:3]([OH:25])[C:4]=1[C:5]([O:7][CH3:8])=[O:6])=[O:19])([CH3:24])([CH3:23])[CH3:22] |f:1.2.3,8.9.10.11.12|. Procedure: To a mixture of methyl 3-bromo-6-{4-[(tert-butoxycarbonyl)amino]butoxy}-2-hydroxybenzoate (56 mg, 0.134 mmol), tetrakis(triphenylphosphine) palladium (7 mg), 2M Na2CO3 (134 μL, 0.268 mmol) in toluene (1 mL) and ethanol (0.5 mL) was added phenylboronic acid (18 mg, 0.147 mmol). The reaction mixture was heated to 80° C. in a sealed tube overnight, taken up in ethyl acetate, washed with aqueous NaHCO3, dried (MgSO4), filtered and concentrated under reduced pressure. The residue was purified on sili... Reactants: 7B, C1=2C(=O)OC(NC1=CC=CC2)=O (isatoic anhydride), OCC=1C=CC(NC1)=O (5-hydroxymethyl-1H-pyridin-2-one). Product: O=C1C=CC(=CN1)CN1C(OC(C2=C1C=CC=C2)=O)=O (1-(6-Oxo-1,6-dihydro-pyridin-3-ylmethyl)-1H-benzo[d][1,3]oxazine-2,4-dione). As a reaction SMILES: [C:1]12[C:7](=[CH:8][CH:9]=[CH:10][CH:11]=1)[NH:6][C:5](=[O:12])[O:4][C:2]2=[O:3].O[CH2:14][C:15]1[CH:16]=[CH:17][C:18](=[O:21])[NH:19][CH:20]=1>>[O:21]=[C:18]1[NH:19][CH:20]=[C:15]([CH2:14][N:6]2[C:7]3[CH:8]=[CH:9][CH:10]=[CH:11][C:1]=3[C:2](=[O:3])[O:4][C:5]2=[O:12])[CH:16]=[CH:17]1. Procedure details: Prepared by a similar procedure as described for preparation 7B, starting from isatoic anhydride and 5-hydroxymethyl-1H-pyridin-2-one (prepared as described in WO 01/77078 A1). Starting materials: C1(=C(C=CC=C1)N)N (1,2-phenylenediamine), ClC1=CC=C(C=C1)C1CC(=O)OC(C1)=O (3-(4-chlorophenyl)glutaric anhydride), CO (methanol). Run in O1CCOCC1 (1,4-dioxane). Run at time 50 minute. The product is NC1=C(C=CC=C1)NC(CC(CC(=O)O)C1=CC=C(C=C1)Cl)=O (N-(2-Aminophenyl)-3-(4-chlorophenyl)glutaramic acid). RXN SMILES: [C:1]1([NH2:8])[CH:6]=[CH:5][CH:4]=[CH:3][C:2]=1[NH2:7].[Cl:9][C:10]1[CH:15]=[CH:14][C:13]([CH:16]2[CH2:22][C:21](=[O:23])[O:20][C:18](=[O:19])[CH2:17]2)=[CH:12][CH:11]=1.CO>O1CCOCC1>[NH2:7][C:2]1[CH:3]=[CH:4][CH:5]=[CH:6][C:1]=1[NH:8][C:21](=[O:23])[CH2:22][CH:16]([C:13]1[CH:12]=[CH:11][C:10]([Cl:9])=[CH:15][CH:14]=1)[CH2:17][C:18]([OH:20])=[O:19]. Reported procedure: The solution of commercial 1,2-phenylenediamine (1.08 g) and 3-(4-chlorophenyl)glutaric anhydride (2.25 g) in 1,4-dioxane (7 ml) was stirred at rt for 10 min. A voluminous precipitate is formed which is kept at rt for further 50 min. The thick slurry is heated to reflux with methanol, cooled to rt, isolated by suction filtration, and washed with methanol. After drying in vacuo N-(2-aminophenyl)-3-(4-chlorophenyl)glutaramic acid (2.1 g) is obtained as off-white solid.